This data is from the Open Reaction Database (ORD), a public repository of structured organic reaction records. The task is: describe an organic reaction: reactants, conditions, products, and yield Reactants: CCN1C(=O)C(=O)c2cc(C)ccc21, CCOC(C)=O, Cl, NN, O. The product is CCN1C(=O)Cc2cc(C)ccc21. As a reaction SMILES: [CH2:1]([CH3:2])[N:3]1[C:4](=[O:14])[C:5](=[O:13])[c:6]2[cH:7][c:8]([CH3:12])[cH:9][cH:10][c:11]21.[CH3:19][CH2:20][O:21][C:22]([CH3:23])=[O:24].[ClH:18].[NH2:16][NH2:17].[OH2:15]>>[CH2:1]([CH3:2])[N:3]1[C:4](=[O:14])[CH2:5][c:6]2[cH:7][c:8]([CH3:12])[cH:9][cH:10][c:11]21. Starting materials: NC1=CC(=NC=C1N)C(=O)OC (methyl 4,5-diamino-picolinate), ClC1=C(C(=CC=C1)Cl)N=C=S (1,3-dichloro-2-isothiocyanato-benzene). Solvent: C1CCOC1 (THF), CO (methanol). Yields the product NC=1C(=CC(=NC1)C(=O)OC)NC(=S)NC1=C(C=CC=C1Cl)Cl (Methyl 5-amino-4-(3-(2,6-dichlorophenyl)thioureido)picolinate). RXN SMILES: [NH2:1][C:2]1[C:7]([NH2:8])=[CH:6][N:5]=[C:4]([C:9]([O:11][CH3:12])=[O:10])[CH:3]=1.[Cl:13][C:14]1[CH:19]=[CH:18][CH:17]=[C:16]([Cl:20])[C:15]=1[N:21]=[C:22]=[S:23]>C1COCC1.CO>[NH2:8][C:7]1[C:2]([NH:1][C:22]([NH:21][C:15]2[C:16]([Cl:20])=[CH:17][CH:18]=[CH:19][C:14]=2[Cl:13])=[S:23])=[CH:3][C:4]([C:9]([O:11][CH3:12])=[O:10])=[N:5][CH:6]=1. Procedure: Prepared analogously to example 360f from methyl 4,5-diamino-picolinate and 1,3-dichloro-2-isothiocyanato-benzene in THF and methanol. Reactants: O=C([O-])O, C1=COCC1, COc1ccc(-c2nc[nH]c2-c2ccc(OC)cc2)cc1, ClCCCl, [Na+], Cl[Sn](Cl)(Cl)Cl. The product is COc1ccc(-c2ncn(C3CCCO3)c2-c2ccc(OC)cc2)cc1. As a reaction SMILES: [C:32](=[O:33])([OH:34])[O-:35].[CH2:22]1[CH2:23][CH:24]=[CH:25][O:26]1.[CH3:1][O:2][c:3]1[cH:4][cH:5][c:6](-[c:9]2[n:10][cH:11][nH:12][c:13]2-[c:14]2[cH:15][cH:16][c:17]([O:20][CH3:21])[cH:18][cH:19]2)[cH:7][cH:8]1.[Cl:37][CH2:38][CH2:39][Cl:40].[Na+:36].[Sn:27]([Cl:28])([Cl:29])([Cl:30])[Cl:31]>>[CH3:1][O:2][c:3]1[cH:4][cH:5][c:6](-[c:9]2[n:10]([CH:25]3[CH2:24][CH2:23][CH2:22][O:26]3)[cH:11][n:12][c:13]2-[c:14]2[cH:15][cH:16][c:17]([O:20][CH3:21])[cH:18][cH:19]2)[cH:7][cH:8]1. Starting materials: FC=1C(=C2/C(/C(NC2=CC1)=O)=C/C1=C(N=CN1)C)I ((Z)-1,3-dihydro-5-fluoro-4-iodo-3-[(4-methyl-1H-imidazol-5-yl)methylene]-2H-indol-2-one), FC=1C(=C2/C(/C(NC2=CC1)=O)=C/C1=C(N=CN1)C)I ((Z)-1,3-dihydro-5-fluoro-4-iodo-3-[(4-methyl-1H-imidazol-5-yl)methylene]-2H-indol-2-one), C(=O)([O-])[O-].[Na+].[Na+] (Na2CO3), NC=1C=C(C=CC1C)B(O)O (3-amino-4-methylphenylboronic acid), CN(C)C=O (DMF). Reagents/catalysts: Cl[Pd]([P](C1=CC=CC=C1)(C2=CC=CC=C2)C3=CC=CC=C3)([P](C4=CC=CC=C4)(C5=CC=CC=C5)C6=CC=CC=C6)Cl ((Ph3P)2PdCl2). Run in COCCOC (1,2-dimethoxyethane). The product is NC=1C=C(C=CC1C)C1=C2/C(/C(NC2=CC=C1F)=O)=C/C1=C(N=CN1)C ((Z)-4-(3-Amino-4-methyl-phenyl)-1,3-dihydro-5-fluoro-3-[(4-methyl-1H-imidazol-5-yl)methylene]-2H-indol-2-one). As a reaction SMILES: [F:1][C:2]1[C:3](I)=[C:4]2[C:8](=[CH:9][CH:10]=1)[NH:7][C:6](=[O:11])/[C:5]/2=[CH:12]\[C:13]1[NH:17][CH:16]=[N:15][C:14]=1[CH3:18].C([O-])([O-])=O.[Na+].[Na+].[NH2:26][C:27]1[CH:28]=[C:29](B(O)O)[CH:30]=[CH:31][C:32]=1[CH3:33].CN(C=O)C>Cl[Pd](Cl)([P](C1C=CC=CC=1)(C1C=CC=CC=1)C1C=CC=CC=1)[P](C1C=CC=CC=1)(C1C=CC=CC=1)C1C=CC=CC=1.COCCOC>[NH2:26][C:27]1[CH:28]=[C:29]([C:3]2[C:2]([F:1])=[CH:10][CH:9]=[C:8]3[C:4]=2/[C:5](=[CH:12]/[C:13]2[NH:17][CH:16]=[N:15][C:14]=2[CH3:18])/[C:6](=[O:11])[NH:7]3)[CH:30]=[CH:31][C:32]=1[CH3:33] |f:1.2.3,^1:44,63|. Reported procedure: A solution of (Z)-1,3-dihydro-5-fluoro-4-iodo-3-[(4-methyl-1H-imidazol-5-yl)methylene]-2H-indol-2-one (50 mg, 0.135 mmol) (Starting Material 11), 2M aqueous Na2CO3 solution (0.14 mL), (Ph3P)2PdCl2 (11 mg, 0.0135 mmol) and 3-amino-4-methylphenylboronic acid (51.2 mg, 0.339 mmol) in a 1:4 mixture of DMF:1,2-dimethoxyethane (5 mL) was heated at 104° C. for 4 days. The reaction mixture was concentrated and the crude material was purified by C18 reverse phase chromatography to give (Z)-4-(3-Amino-4-m... The reactants are CCN(C(C)C)C(C)C (Hunig's base), Cl.Cl.NCC=1C=C(C=CC1)C=1C(=C(C#N)C(=CN1)C1=CC=C(C=C1)OC1=CC=CC=C1)F (2-(3-(aminomethyl)phenyl)-3-fluoro-5-(4-phenoxyphenyl)isonicotinonitrile bis-HCl salt), C(C)(=O)OC(C)=O (acetic anhydride). Run in ClCCl (dichloromethane), [Cl-].[Na+].O (brine), O (water). Run at time 1 hour. Yields the product C(#N)C1=C(C(=NC=C1C1=CC=C(C=C1)OC1=CC=CC=C1)C=1C=C(CNC(C)=O)C=CC1)F (N-(3-(4-cyano-3-fluoro-5-(4-phenoxyphenyl)pyridin-2-yl)benzyl)acetamide). Yield: 89.7%. As a reaction SMILES: CCN(C(C)C)C(C)C.Cl.Cl.[NH2:12][CH2:13][C:14]1[CH:15]=[C:16]([C:20]2[C:21]([F:41])=[C:22]([C:25]([C:28]3[CH:33]=[CH:32][C:31]([O:34][C:35]4[CH:40]=[CH:39][CH:38]=[CH:37][CH:36]=4)=[CH:30][CH:29]=3)=[CH:26][N:27]=2)[C:23]#[N:24])[CH:17]=[CH:18][CH:19]=1.[C:42](OC(=O)C)(=[O:44])[CH3:43]>ClCCl.[Cl-].[Na+].O.O>[C:23]([C:22]1[C:25]([C:28]2[CH:33]=[CH:32][C:31]([O:34][C:35]3[CH:40]=[CH:39][CH:38]=[CH:37][CH:36]=3)=[CH:30][CH:29]=2)=[CH:26][N:27]=[C:20]([C:16]2[CH:15]=[C:14]([CH:19]=[CH:18][CH:17]=2)[CH2:13][NH:12][C:42](=[O:44])[CH3:43])[C:21]=1[F:41])#[N:24] |f:1.2.3,6.7.8|. Procedure: Hunig's base (0.045 mL, 0.256 mmol) was added to a mixture of 2-(3-(aminomethyl)phenyl)-3-fluoro-5-(4-phenoxyphenyl)isonicotinonitrile bis-HCl salt (12 mg, 0.026 mmol) and acetic anhydride (0.012 mL, 0.128 mmol) in dichloromethane (3 mL). After 1 h at room temperature, the mixture was diluted with brine (10 mL), water (10 mL) and extracted with dichloromethane (3×10 mL). The combined extracts were dried (MgSO4) and concentrated. Silica gel chromatography, loading with dichloromethane and eluting... The reactants are FC=1C=C(C=CC1)C1OC2=CC=C(C=C2CC1)O (2-(3-fluorophenyl)chroman-6-ol), ClC1=C(C=CC=C1)C1OC2=CC=C(C=C2C(C1)O)O (2-(2-chlorophenyl)-chroman-4,6-diol). Yields the product ClC1=C(C=CC=C1)C1OC2=CC=C(C=C2CC1)O (2-(2-Chlorophenyl)chroman-6-ol). RXN SMILES: FC1C=C(C2CCC3C(=CC=C(O)C=3)O2)C=CC=1.[Cl:19][C:20]1[CH:25]=[CH:24][CH:23]=[CH:22][C:21]=1[CH:26]1[CH2:35][CH:34](O)[C:33]2[C:28](=[CH:29][CH:30]=[C:31]([OH:37])[CH:32]=2)[O:27]1>>[Cl:19][C:20]1[CH:25]=[CH:24][CH:23]=[CH:22][C:21]=1[CH:26]1[CH2:35][CH2:34][C:33]2[C:28](=[CH:29][CH:30]=[C:31]([OH:37])[CH:32]=2)[O:27]1. Procedure details: 2-(2-Chlorophenyl)chroman-6-ol was prepared as described for 2-(3-fluorophenyl)chroman-6-ol in Example 9(c) starting from 500 mg of 2-(2-chlorophenyl)-chroman-4,6-diol. 1H NMR (300 MHz, d6-DMSO) δ: 7.58-7.36 (m, 4H), 6.66 (m, 1H), 6.55-6.51 (m, 2H), 5.23 (dd, 1H, J 10.1, 2.1 Hz), 2.92 (m, 1H), 2.68 (m, 1H), 2.17 (m, 1H), 1.87 (m, 1H). Reactants: Cl (HCl), CC1=CNC2=C(C=CC=C12)/C=C/C(=O)O ((E)-3-(3-Methyl-1H-indol-7-yl)-acrylic acid), Cl.CN(CCCN=C=NCC)C (1-[3-(dimethyamino)propyl]-3-ethylcarbodiimide hydrochloride), ClC=1C=C(SC1Cl)S(=O)(=O)N (4,5-dichloro-thiophene-2-sulfonic acid amide). Reagents/catalysts: CN(C1=CC=NC=C1)C (4-dimethyaminopyridine). The solvent is ClCCl (dichloromethane), C(Cl)Cl (CH2Cl2). Reaction conditions: time 32 hour. Product: CC1=CNC2=C(C=CC=C12)/C=C/C(=O)NS(=O)(=O)C=1SC(=C(C1)Cl)Cl (4,5-dichloro-thiophene-2-sulfonic acid [(E)-3-(3-methyl-1H-indol-7-yl)-acryloyl]-amide). RXN SMILES: [CH3:1][C:2]1[C:10]2[C:5](=[C:6](/[CH:11]=[CH:12]/[C:13]([OH:15])=O)[CH:7]=[CH:8][CH:9]=2)[NH:4][CH:3]=1.Cl.CN(C)CCCN=C=NCC.[Cl:28][C:29]1[CH:30]=[C:31]([S:35]([NH2:38])(=[O:37])=[O:36])[S:32][C:33]=1[Cl:34].Cl>CN(C)C1C=CN=CC=1.C(Cl)Cl>[CH3:1][C:2]1[C:10]2[C:5](=[C:6](/[CH:11]=[CH:12]/[C:13]([NH:38][S:35]([C:31]3[S:32][C:33]([Cl:34])=[C:29]([Cl:28])[CH:30]=3)(=[O:36])=[O:37])=[O:15])[CH:7]=[CH:8][CH:9]=2)[NH:4][CH:3]=1 |f:1.2|. Reported procedure: (E)-3-(3-Methyl-1H-indol-7-yl)-acrylic acid (I-7) (1 mmol), 4-dimethyaminopyridine (DMAP, 2 mmol) and 1-[3-(dimethyamino)propyl]-3-ethylcarbodiimide hydrochloride (EDCI, 2 mmol) in CH2Cl2 (30 mL) was added 4,5-dichloro-thiophene-2-sulfonic acid amide (1.1 mmol). The reaction mixture was stirred at room temperature for 24-40 hr. Recation mixture was diluted with another 30 ml of dichloromethane and then acidified with 10% aqueous HCl solution until pH˜1-2 (pH stripes). Organic layers was washed w...